The task is: describe an organic reaction: reactants, conditions, products, and yield. This data is from the Open Reaction Database (ORD), a public repository of structured organic reaction records. The reactants are N1C=NC=C1 (imidazole), C(C)(C)(C)[Si](C)(C)Cl (tert-butylchlorodimethylsilane), OC1=CC=C(C=C1)CCC(=O)OCC1=CC=CC=C1 (benzyl 3-(4-hydroxyphenyl)propanoate). Solvent: O (water), ClCCl (dichloromethane). Reaction conditions: time 15 hour. Yields the product [Si](C)(C)(C(C)(C)C)OC1=CC=C(C=C1)CCC(=O)OCC1=CC=CC=C1 (Benzyl 3-(4-((tert-butyldimethylsilyl)oxy)phenyl)propanoate). The yield is 92.3%. As a reaction SMILES: [OH:1][C:2]1[CH:7]=[CH:6][C:5]([CH2:8][CH2:9][C:10]([O:12][CH2:13][C:14]2[CH:19]=[CH:18][CH:17]=[CH:16][CH:15]=2)=[O:11])=[CH:4][CH:3]=1.N1C=CN=C1.[C:25]([Si:29](Cl)([CH3:31])[CH3:30])([CH3:28])([CH3:27])[CH3:26]>ClCCl.O>[Si:29]([O:1][C:2]1[CH:3]=[CH:4][C:5]([CH2:8][CH2:9][C:10]([O:12][CH2:13][C:14]2[CH:15]=[CH:16][CH:17]=[CH:18][CH:19]=2)=[O:11])=[CH:6][CH:7]=1)([C:25]([CH3:28])([CH3:27])[CH3:26])([CH3:31])[CH3:30]. Reported procedure: A solution of benzyl 3-(4-hydroxyphenyl)propanoate (1.0 g, 11.70 mmol) in dichloromethane (60 ml) was cooled to 0° C., and imidazole (1.30 g, 18.73 mmol) and tert-butylchlorodimethylsilane (1.94 g, 12.87 mmol) were added thereto, and the mixture was stirred at room temperature for 15 hr. The reaction mixture was diluted with water and was extracted with ethyl acetate. The organic layer was washed with saturated brine and was dried over anhydrous sodium sulfate, and the filtrate was removed by di... Starting materials: CCOC(=O)C1=C(C)NC(N)=C(C(=O)OCC)C1c1ccccc1, CI, CCO. The product is CCOC(=O)C1=C(C)N=C(N)C(C)(C(=O)OCC)C1c1ccccc1. As a reaction SMILES: [CH2:1]([CH3:2])[O:3][C:4](=[O:5])[C:6]1=[C:7]([NH2:24])[NH:8][C:9]([CH3:23])=[C:10]([C:18](=[O:19])[O:20][CH2:21][CH3:22])[CH:11]1[c:12]1[cH:13][cH:14][cH:15][cH:16][cH:17]1.[CH3:25][I:26].[CH3:27][CH2:28][OH:29]>>[CH2:1]([CH3:2])[O:3][C:4](=[O:5])[C:6]1([CH3:25])[C:7]([NH2:24])=[N:8][C:9]([CH3:23])=[C:10]([C:18](=[O:19])[O:20][CH2:21][CH3:22])[CH:11]1[c:12]1[cH:13][cH:14][cH:15][cH:16][cH:17]1. The reactants are ClC=1N=C(C2=C(N1)N(C=C2)S(=O)(=O)C2=CC=C(C=C2)C)Cl (2,4-dichloro-7-[(4-methylphenyl)sulfonyl]-7H-pyrrolo[2,3-d]pyrimidine), NC1=C(C(=O)O)C=CC=C1 (2-aminobenzoic acid), CCN(C(C)C)C(C)C (DIPEA). The solvent is CC(C)O (iPrOH). Run at temperature 85 celsius. Product: ClC=1N=C(C2=C(N1)N(C=C2)S(=O)(=O)C2=CC=C(C=C2)C)NC2=C(C(=O)O)C=CC=C2 (2-({2-chloro-7-[(4-methylphenyl)sulfonyl]-7H-pyrrolo[2,3-d]pyrimidin-4-yl}amino)benzoic acid). RXN SMILES: [Cl:1][C:2]1[N:3]=[C:4](Cl)[C:5]2[CH:10]=[CH:9][N:8]([S:11]([C:14]3[CH:19]=[CH:18][C:17]([CH3:20])=[CH:16][CH:15]=3)(=[O:13])=[O:12])[C:6]=2[N:7]=1.[NH2:22][C:23]1[CH:31]=[CH:30][CH:29]=[CH:28][C:24]=1[C:25]([OH:27])=[O:26].CCN(C(C)C)C(C)C>CC(O)C>[Cl:1][C:2]1[N:3]=[C:4]([NH:22][C:23]2[CH:31]=[CH:30][CH:29]=[CH:28][C:24]=2[C:25]([OH:27])=[O:26])[C:5]2[CH:10]=[CH:9][N:8]([S:11]([C:14]3[CH:19]=[CH:18][C:17]([CH3:20])=[CH:16][CH:15]=3)(=[O:13])=[O:12])[C:6]=2[N:7]=1. Reported procedure: A mixture of 2,4-dichloro-7-[(4-methylphenyl)sulfonyl]-7H-pyrrolo[2,3-d]pyrimidine (25 g, 73.1 mmol), 2-aminobenzoic acid (10.02 g, 73.1 mmol) and DIPEA (63.8 mL, 365 mmol) in iPrOH (300 mL) was heated at 85° C. bath for 17 h. The resulting mixture was allowed to cool to rt and was concentrated to about half volume. EtOAc (400 mL) was added, followed by a 1N aqueous HCl solution (400 mL). The resulting slurry was filtered, the solids were washed with EtOAc and triturated using Et2O to obtain 2-(... The reactants are C1(CC1)NC=1SC(=C(N1)C)C(=O)O (2-cyclopropylamino-4-methyl-thiazole-5-carboxylic acid), C1(CC1)NC=1SC(=C(N1)C)C(=O)Cl (2-cyclopropylamino-4-methyl-thiazole-5-carboxylic acid chloride), P(Cl)(Cl)(Cl)(Cl)Cl (phosphorus pentachloride), Cl.NC(C#N)C1=CSC=C1 (amino-thiophen-3-yl-acetonitrile hydrochloride). Run in C(C)N(CC)CC (triethylamine). Product: C(#N)C(C1=CSC=C1)NC(=O)C1=C(N=C(S1)NC1CC1)C (2-cyclopropylamino-4-methyl-thiazole-5-carboxylic acid (cyano-thiophen-3-yl-methyl)-amide). Yield: 32.5%. As a reaction SMILES: [CH:1]1([NH:4][C:5]2[S:6][C:7]([C:11]([OH:13])=O)=[C:8]([CH3:10])[N:9]=2)[CH2:3][CH2:2]1.C1(NC2SC(C(Cl)=O)=C(C)N=2)CC1.P(Cl)(Cl)(Cl)(Cl)Cl.Cl.[NH2:34][CH:35]([C:38]1[CH:42]=[CH:41][S:40][CH:39]=1)[C:36]#[N:37]>C(N(CC)CC)C>[C:36]([CH:35]([NH:34][C:11]([C:7]1[S:6][C:5]([NH:4][CH:1]2[CH2:2][CH2:3]2)=[N:9][C:8]=1[CH3:10])=[O:13])[C:38]1[CH:42]=[CH:41][S:40][CH:39]=1)#[N:37] |f:3.4|. Reported procedure: 1.4g of 2-cyclopropylamino-4-methyl-thiazole-5-carboxylic acid was converted into 2-cyclopropylamino-4-methyl-thiazole-5-carboxylic acid chloride using 1.6g of phosphorus pentachloride according to the same procedure as EXAMPLE 1. Then 1.4g of amino-thiophen-3-yl-acetonitrile hydrochloride and 3.2ml of triethylamine were added thereto and the reaction mixture was treated according to the same procedure as EXAMPLE 1 to obtain 0.73g (Yield 35%) of the title compound. The reactants are C1CCC2=C(CC1)N=CC=C2 (2,3-cycloheptenopyridine), OO (H2O2), OO (H2O2), resultant solution. Solvent: C(C)(=O)O (acetic acid). Conditions: time 6 hour. The product is [N+]1(=C2C(=CC=C1)CCCCC2)[O-] (6,7,8,9-tetrahydro-5H-cyclohepta[b]pyridine 1-oxide). Reaction SMILES: [CH2:1]1[CH2:7][CH2:6][C:5]2[N:8]=[CH:9][CH:10]=[CH:11][C:4]=2[CH2:3][CH2:2]1.[OH:12]O>C(O)(=O)C>[N+:8]1([O-:12])[CH:9]=[CH:10][CH:11]=[C:4]2[CH2:3][CH2:2][CH2:1][CH2:7][CH2:6][C:5]=12. Procedure: To a stirred solution of 2,3-cycloheptenopyridine (42.94 g, 0.292 mol) in glacial acetic acid (160 mL) at room temperature was added 30% H2O2 (30 mL) and the resultant solution was heated to 70° C. After 6 hours, the reaction mixture was cooled to room temperature, additional H2O2 (30 mL) was added, and the solution was heated at 70° C. overnight. The reaction mixture was cooled to room temperature and concentrated under reduced pressure. The residue was dissolved in CHCl3 (200 mL) and treated w...